Dataset: the Open Reaction Database (ORD), a public repository of structured organic reaction records. Task: describe an organic reaction: reactants, conditions, products, and yield Starting materials: C1(=CC=CC=C1)C1=CC=C(C=O)C=C1 (4-phenylbenzaldehyde), C(C)OCC (diethyl ether). The solvent is C(C)[Mg]Br (ethylmagnesium bromide). Reaction conditions: time 3 hour. Product: C1(=CC=C(C=C1)C(CC)O)C1=CC=CC=C1 (1-(biphenyl-4-yl)propan-1-ol). Reaction SMILES: [C:1]1([C:7]2[CH:14]=[CH:13][C:10]([CH:11]=[O:12])=[CH:9][CH:8]=2)[CH:6]=[CH:5][CH:4]=[CH:3][CH:2]=1.[CH2:15](OCC)[CH3:16]>C([Mg]Br)C>[C:7]1([C:1]2[CH:2]=[CH:3][CH:4]=[CH:5][CH:6]=2)[CH:8]=[CH:9][C:10]([CH:11]([OH:12])[CH2:15][CH3:16])=[CH:13][CH:14]=1. Procedure details: To a solution of 4-phenylbenzaldehyde (1.20 g) in diethyl ether (13.2 mL), ethylmagnesium bromide (about 3.0 mol/L, solution in diethyl ether, 3.29 mL) was added at 0° C. After stirring the mixture at room temperature for 3 hours, the precipitate was recovered by filtration. After dissolving the recovered precipitate in a liquid mixture of ethyl acetate and a saturated aqueous solution of ammonium chloride, three extractions were conducted with ethyl acetate. The combined organic layers were was... Starting materials: COC(=O)c1ccc(CC(CO)CCc2ccc(C#N)cc2)cc1, ClCCl, O=[Cr](=O)([O-])Cl, c1cc[nH+]cc1. Yields the product COC(=O)c1ccc(CC(C=O)CCc2ccc(C#N)cc2)cc1. As a reaction SMILES: [C:1](#[N:2])[c:3]1[cH:4][cH:5][c:6]([CH2:9][CH2:10][CH:11]([CH2:12][c:13]2[cH:14][cH:15][c:16]([C:17](=[O:18])[O:19][CH3:20])[cH:21][cH:22]2)[CH2:23][OH:24])[cH:7][cH:8]1.[Cl:36][CH2:37][Cl:38].[O:25]=[Cr:26]([Cl:27])([O-:28])=[O:29].[nH+:30]1[cH:31][cH:32][cH:33][cH:34][cH:35]1>>[C:1](#[N:2])[c:3]1[cH:4][cH:5][c:6]([CH2:9][CH2:10][CH:11]([CH2:12][c:13]2[cH:14][cH:15][c:16]([C:17](=[O:18])[O:19][CH3:20])[cH:21][cH:22]2)[CH:23]=[O:24])[cH:7][cH:8]1. Conditions: time 4 day. As a reaction SMILES: [CH2:1]1[CH2:11][CH2:10]N2[C:4](=NCCC2)[CH2:3][CH2:2]1.C1N=[C:16](N)[C:15]2N=CN(CCOCP(O)(O)=O)[C:14]=2N=1.[C:30]12([C:40]([O:42][CH2:43][Cl:44])=[O:41])[CH2:39][CH:34]3[CH2:35][CH:36]([CH2:38][CH:32]([CH2:33]3)[CH2:31]1)[CH2:37]2.[CH3:45]N(C=O)C>>[C:30]12([C:40]([O:42][CH2:43][Cl:44])=[O:41])[CH2:39][CH:34]3[CH2:33][CH:32]([CH2:38][CH:36]([CH2:35]3)[CH2:37]1)[CH2:31]2.[C:11]12([C:43]([Cl:44])=[O:42])[CH2:10][CH:4]3[CH2:3][CH:2]([CH2:14][CH:15]([CH2:16]3)[CH2:45]1)[CH2:1]2. Yields the product C12(CC3CC(CC(C1)C3)C2)C(=O)OCCl (Adamantoyl oxymethyl chloride), C12(CC3CC(CC(C1)C3)C2)C(=O)Cl (1-adamantanecarbonyl chloride). The reactants are C1CCC2=NCCCN2CC1 (DBU), C1=NC2=C(C(=N1)N)N=CN2CCOCP(=O)(O)O (PMEA), CN(C)C=O (DMF), C12(CC3CC(CC(C1)C3)C2)C(=O)OCCl (Adamantoyl oxymethyl chloride), CN(C)C=O (DMF). Procedure: DBU (1,8-diazabicyclo[5.4.0]undec-7-ene; 1.53 g, 10 mmol) was added to a suspension of PMEA (1.365 g, 5 mmol) in DMF (25 mL). Adamantoyl oxymethyl chloride (5.72 g, 25 mmol) in DMF (25 mL) was added to the reaction mixture which was then stirred for four days at room temperature and the volatiles were removed under vacuum. The crude product obtained after removal of the solvent was loaded onto a silica gel column and washed with 3% MeOH/CH2Cl2 to remove nonpolar impurities. 1 g (30%) of bis(adam... The reactants are ClC1=CC(=CC=2COC(NC21)=O)OCCCCSC2=CC=C(C=C2)NC(C)=O (8-chloro-6-[4-(4-acetamido-phenylmercapto)-butoxy]-4H-3,1-benzoxazin-2-one), OO (hydrogen peroxide). The product is ClC1=CC(=CC=2COC(NC21)=O)OCCCCS(=O)C2=CC=C(C=C2)NC(C)=O (8-Chloro-6-[4-(4-acetamido-phenylsulfinyl)-butoxy]-4H-3,1-benzoxazin-2-one). As a reaction SMILES: [Cl:1][C:2]1[C:11]2[NH:10][C:9](=[O:12])[O:8][CH2:7][C:6]=2[CH:5]=[C:4]([O:13][CH2:14][CH2:15][CH2:16][CH2:17][S:18][C:19]2[CH:24]=[CH:23][C:22]([NH:25][C:26](=[O:28])[CH3:27])=[CH:21][CH:20]=2)[CH:3]=1.[OH:29]O>>[Cl:1][C:2]1[C:11]2[NH:10][C:9](=[O:12])[O:8][CH2:7][C:6]=2[CH:5]=[C:4]([O:13][CH2:14][CH2:15][CH2:16][CH2:17][S:18]([C:19]2[CH:24]=[CH:23][C:22]([NH:25][C:26](=[O:28])[CH3:27])=[CH:21][CH:20]=2)=[O:29])[CH:3]=1. Reported procedure: Prepared analogously to Example 2 from 8-chloro-6-[4-(4-acetamido-phenylmercapto)-butoxy]-4H-3,1-benzoxazin-2-one and hydrogen peroxide. Starting materials: N1C(=O)C(=O)C2=CC=CC=C12 (isatin), C(CC)(=O)C1=CC=CC=C1 (propiophenone), [OH-].[Na+] (sodium hydroxide). Run in C(C)O (ethanol). The product is C1(=CC=CC=C1)C1=NC2=CC=CC=C2C(=C1C)C(=O)O (2-phenyl-3-methylquinoline-4-carboxylic Acid). RXN SMILES: [OH-:1].[Na+].[NH:3]1[C:13]2[C:8](=[CH:9][CH:10]=[CH:11][CH:12]=2)[C:6](=O)[C:4]1=[O:5].[C:14]([C:18]1[CH:23]=[CH:22][CH:21]=[CH:20][CH:19]=1)(=O)[CH2:15][CH3:16]>C(O)C>[C:18]1([C:14]2[C:15]([CH3:16])=[C:6]([C:4]([OH:1])=[O:5])[C:8]3[C:13](=[CH:12][CH:11]=[CH:10][CH:9]=3)[N:3]=2)[CH:23]=[CH:22][CH:21]=[CH:20][CH:19]=1 |f:0.1|. Reported procedure: Ten milliliters (2N) of a sodium hydroxide aqueous solution was added dropwise to an ethanol (20 ml) suspension containing 1.47 g of isatin and 2.68 g of propiophenone at room temperature, and the reaction mixture was then heat-refluxed for 26 hours. The resulting reaction mixture was allowed to cool, and then concentrated under reduced pressure. Ice water was added to the residue, and the mixture was extracted with ethyl ether. The aqueous layer was acidified with dilute hydrochloric acid. The ... Starting materials: ClC(Cl)(Cl)Cl, CCCCCCCCCc1ccccc1Br, CCCCCC=O, [Cl-], [Mg], [NH4+], C1CCOC1. Product: CCCCCCCCCc1ccccc1C(O)CCCCC. As a reaction SMILES: [C:32]([Cl:33])([Cl:34])([Cl:35])[Cl:36].[CH2:1]([CH2:2][CH2:3][CH2:4][CH2:5][CH2:6][CH2:7][CH2:8][CH3:9])[c:10]1[c:11]([Br:16])[cH:12][cH:13][cH:14][cH:15]1.[CH:18]([CH2:19][CH2:20][CH2:21][CH2:22][CH3:23])=[O:24].[Cl-:25].[Mg:17].[NH4+:26].[O:27]1[CH2:28][CH2:29][CH2:30][CH2:31]1>>[CH2:1]([CH2:2][CH2:3][CH2:4][CH2:5][CH2:6][CH2:7][CH2:8][CH3:9])[c:10]1[c:11]([CH:18]([CH2:19][CH2:20][CH2:21][CH2:22][CH3:23])[OH:24])[cH:12][cH:13][cH:14][cH:15]1. Product: C(C)(C)(C)OC(=O)N1CCC(CC1)/C=C/C=C/C(=O)O ((2E,4E)-5-[1-(tert-Butoxycarbonyl)-4-piperidinyl]-2,4-pentadienoic acid). Procedure: A solution of the above ethyl ester (22) (2.60 g, 8.4 mmol) in absolute EtOH (30 mL) was added LiOH—H2O (720 mg, 17 mmol, in 10 mL of water). The reaction was heated to 50° C. for 1 h, then concentrated to remove excess EtOH. After acidification with 5% citric acid (50 mL), the product was extracted with EtOAc (2×100 mL). The combined organic extracts were washed with brine (100 mL), dried (MgSO4) and concentrated to give a white solid (23) (2.32 g, 98%). 1H NMR (500 MHz, CDCL3) δ 7.31 (dd, J=15... Reaction SMILES: C([O:3][C:4](=[O:22])/[CH:5]=[CH:6]/[CH:7]=[CH:8]/[CH:9]1[CH2:14][CH2:13][N:12]([C:15]([O:17][C:18]([CH3:21])([CH3:20])[CH3:19])=[O:16])[CH2:11][CH2:10]1)C.O[Li].O>CCO>[C:18]([O:17][C:15]([N:12]1[CH2:13][CH2:14][CH:9](/[CH:8]=[CH:7]/[CH:6]=[CH:5]/[C:4]([OH:22])=[O:3])[CH2:10][CH2:11]1)=[O:16])([CH3:21])([CH3:19])[CH3:20] |f:1.2|. The reactants are C(C)OC(/C=C/C=C/C1CCN(CC1)C(=O)OC(C)(C)C)=O (tert-Butyl 4-[(1E,3E)-5-ethoxy-5-oxo-1,3-pentadienyl]-1-piperidine-carboxylate), O[Li].O (LiOH—H2O). The solvent is CCO (EtOH). The yield is 98.2%. Run at temperature 50 celsius. Reactants: O=C(O)c1ncc(Cl)cc1Cl, CC1(c2cc(N)ccc2F)N=C(N)OCC1(F)F. The product is CC1(c2cc(NC(=O)c3ncc(Cl)cc3Cl)ccc2F)N=C(N)OCC1(F)F. RXN SMILES: [Cl:19][c:20]1[c:21]([C:27](=[O:28])[OH:29])[n:22][cH:23][c:24]([Cl:26])[cH:25]1.[NH2:1][c:2]1[cH:3][cH:4][c:5]([F:18])[c:6]([C:8]2([CH3:17])[N:9]=[C:10]([NH2:16])[O:11][CH2:12][C:13]2([F:14])[F:15])[cH:7]1>>[NH:1]([c:2]1[cH:3][cH:4][c:5]([F:18])[c:6]([C:8]2([CH3:17])[N:9]=[C:10]([NH2:16])[O:11][CH2:12][C:13]2([F:14])[F:15])[cH:7]1)[C:27]([c:21]1[c:20]([Cl:19])[cH:25][c:24]([Cl:26])[cH:23][n:22]1)=[O:28].